This data is from the Open Reaction Database (ORD), a public repository of structured organic reaction records. The task is: describe an organic reaction: reactants, conditions, products, and yield The reactants are N(=C=S)C1=CC=CC=C1 (Isothiocyanatobenzene), C(CC#N)#N (Malononitrile), CN(C=O)C (N,N-dimethylformamide), BrCC(=O)C1=CC=C(C=C1)C (2-Bromo-1-(4-methylphenyl)-ethanone), C([O-])([O-])=O.[K+].[K+] (Potassium carbonate). The solvent is C(C)(=O)OCC (ethyl acetate). The product is NC=1C(=C(SC1C(C1=CC=C(C=C1)C)=O)NC1=CC=CC=C1)C#N (4-Amino-5-(4-methyl-benzoyl)-2-phenylamino-thiophene-3-carbonitrile). RXN SMILES: [C:1](#[N:5])[CH2:2][C:3]#[N:4].CN(C)C=O.C(=O)([O-])[O-].[K+].[K+].[N:17]([C:20]1[CH:25]=[CH:24][CH:23]=[CH:22][CH:21]=1)=[C:18]=[S:19].Br[CH2:27][C:28]([C:30]1[CH:35]=[CH:34][C:33]([CH3:36])=[CH:32][CH:31]=1)=[O:29]>C(OCC)(=O)C>[NH2:4][C:3]1[C:2]([C:1]#[N:5])=[C:18]([NH:17][C:20]2[CH:25]=[CH:24][CH:23]=[CH:22][CH:21]=2)[S:19][C:27]=1[C:28](=[O:29])[C:30]1[CH:35]=[CH:34][C:33]([CH3:36])=[CH:32][CH:31]=1 |f:2.3.4|. Procedure: Malononitrile (0.661 g, 0.0100 mol) was dissolved in N,N-dimethylformamide (50 mL, 0.6 mol) and was stirred under an atmosphere of Argon. Potassium carbonate (1.52 g, 0.0110 mol) was added and was stirred for 30 minutes. Isothiocyanatobenzene (1.49 g, 0.0110 mol) was added and the reaction mixture was stirred for 2 hours. 2-Bromo-1-(4-methylphenyl)-ethanone, (2.34 g, 0.0110 mol) was added and the reaction mixture was allowed to stir overnight. The resultant dark red solution was diluted with 150... Starting materials: N1CCOCC1 (morpholine), ClCCCCCC#N (6-chloro-hexanenitrile). Yields the product N1(CCOCC1)CCCCCC#N (6-morpholin-4-ylhexanenitrile). Reaction SMILES: [NH:1]1[CH2:6][CH2:5][O:4][CH2:3][CH2:2]1.Cl[CH2:8][CH2:9][CH2:10][CH2:11][CH2:12][C:13]#[N:14]>>[N:1]1([CH2:8][CH2:9][CH2:10][CH2:11][CH2:12][C:13]#[N:14])[CH2:6][CH2:5][O:4][CH2:3][CH2:2]1. Procedure details: Using morpholine and 6-chloro-hexanenitrile as substrates. MS (ion spray) m/z 183. The reactants are C(C)OC=C(C(=O)OCC)C(C1=C(C(=C(C(=C1)F)F)Cl)F)=O (ethyl 3-ethoxy-2-(3-chloro-2,4,5-trifluorobenzoyl)acrylate), ClC=1C(=C(C(=O)CC(=O)OCC)C=C(C1F)F)F (ethyl 3-chloro-2,4,5-trifluorobenzoylacetate), NC1=NC=C(C(=N1)NC(C)(C)C)F (2-amino-4-(t-butylamino)-5-fluoropyrimidine). Run in C(Cl)(Cl)Cl (chloroform). Reaction conditions: temperature 90 celsius, time 10 minute. Product: C(C)(C)(C)NC1=NC(=NC=C1F)N1C=C(C(C2=CC(=C(C(=C12)Cl)F)F)=O)C(=O)OCC (ethyl 1-[4-(t-butylamino)-5-fluoropyrimidin-2-yl]-8-chloro-6,7-difluoro-4-oxo-1,4-dihydroquinoline-3-carboxylate). RXN SMILES: C(O[CH:4]=[C:5]([C:11](=[O:22])[C:12]1[CH:17]=[C:16]([F:18])[C:15]([F:19])=[C:14]([Cl:20])[C:13]=1F)[C:6]([O:8][CH2:9][CH3:10])=[O:7])C.ClC1C(F)=C(C=C(F)C=1F)C(CC(OCC)=O)=O.[NH2:41][C:42]1[N:47]=[C:46]([NH:48][C:49]([CH3:52])([CH3:51])[CH3:50])[C:45]([F:53])=[CH:44][N:43]=1>C(Cl)(Cl)Cl>[C:49]([NH:48][C:46]1[C:45]([F:53])=[CH:44][N:43]=[C:42]([N:41]2[C:13]3[C:12](=[CH:17][C:16]([F:18])=[C:15]([F:19])[C:14]=3[Cl:20])[C:11](=[O:22])[C:5]([C:6]([O:8][CH2:9][CH3:10])=[O:7])=[CH:4]2)[N:47]=1)([CH3:52])([CH3:50])[CH3:51]. Procedure details: To 3 ml of chloroform solution of ethyl 3-ethoxy-2-(3-chloro-2,4,5-trifluorobenzoyl)acrylate prepared from 210 mg of ethyl 3-chloro-2,4,5-trifluorobenzoylacetate by normal process was added 340 mg of 2-amino-4-(t-butylamino)-5-fluoropyrimidine. The solution was concentrated under reduced pressure. To the residue were added 550 mg of anhydrous potassium carbonate and 2 ml of N,N-dimethylformamide, and the mixture was stirred at 90° C. for 1 hour and 10 minutes and allowed to cool. The solution wa... The reactants are CCOC(C)O, CC(C)N, CCN(C(C)C)C(C)C, Nc1ccc2ncn(-c3cncc(Cl)n3)c2c1. Product: CC(C)Nc1cncc(-n2cnc3ccc(N)cc32)n1. RXN SMILES: [CH2:31]([O:32][CH:33]([OH:34])[CH3:35])[CH3:36].[CH3:18][CH:19]([CH3:20])[NH2:21].[CH:22]([N:23]([CH2:24][CH3:25])[CH:26]([CH3:27])[CH3:28])([CH3:29])[CH3:30].[Cl:1][c:2]1[cH:3][n:4][cH:5][c:6](-[n:8]2[cH:9][n:10][c:11]3[c:12]2[cH:13][c:14]([NH2:17])[cH:15][cH:16]3)[n:7]1>>[c:2]1([NH:21][CH:19]([CH3:18])[CH3:20])[cH:3][n:4][cH:5][c:6](-[n:8]2[cH:9][n:10][c:11]3[c:12]2[cH:13][c:14]([NH2:17])[cH:15][cH:16]3)[n:7]1. The reactants are ClC=1N=CC(=C2C=CC(=NC12)C)I (8-chloro-5-iodo-2-methyl-[1,7]naphthyridine), FC=1C=NC=C(C1)B(O)O (3-fluoropyridine-5-boronic acid), NC=1N=C(SC1)C (4-amino-2-methylthiazole). Product: FC=1C=C(C=NC1)C1=C2C=CC(=NC2=C(N=C1)NC=1N=C(SC1)C)C ([5-(5-Fluoro-pyridin-3-yl)-2-methyl-[1,7]naphthyridin-8-yl]-(2-methyl-thiazol-4-yl)-amine). As a reaction SMILES: Cl[C:2]1[N:3]=[CH:4][C:5](I)=[C:6]2[C:11]=1[N:10]=[C:9]([CH3:12])[CH:8]=[CH:7]2.[F:14][C:15]1[CH:16]=[N:17][CH:18]=[C:19](B(O)O)[CH:20]=1.[NH2:24][C:25]1[N:26]=[C:27]([CH3:30])[S:28][CH:29]=1>>[F:14][C:15]1[CH:20]=[C:19]([C:5]2[CH:4]=[N:3][C:2]([NH:24][C:25]3[N:26]=[C:27]([CH3:30])[S:28][CH:29]=3)=[C:11]3[C:6]=2[CH:7]=[CH:8][C:9]([CH3:12])=[N:10]3)[CH:18]=[N:17][CH:16]=1. Reported procedure: The title compound, MS: m/e=352.2 (M+H+), was prepared in accordance with the general method of example 15 step 1 and step 3 from 8-chloro-5-iodo-2-methyl-[1,7]naphthyridine (Example I), 3-fluoropyridine-5-boronic acid and 4-amino-2-methylthiazole (Example F).